This data is from the Open Reaction Database (ORD), a public repository of structured organic reaction records. The task is: describe an organic reaction: reactants, conditions, products, and yield The reactants are CC(=CC)[Mg]Br (1-Methyl-1-propenyl magnesium bromide), C1N(CCC2=CC=CC=C12)C1=NC=CC=C1[N+](=O)[O-] (2-(1,2,3,4-tetrahydroisoquinolin-2-yl)-3-nitropyridine), [Cl-].[NH4+] (ammonium chloride). Solvent: O1CCCC1 (tetrahydrofuran). Conditions: temperature -20 celsius, time 4 hour. Procedure details: 1-Methyl-1-propenyl magnesium bromide (0.5M in tetrahydrofuran solution; 112 ml) was slowly added at −78° C. to a solution of 2-(1,2,3,4-tetrahydroisoquinolin-2-yl)-3-nitropyridine (4.8 g, 18.8 mmol) prepared in Preparation 20 in anhydrous tetrahydrofuran (150 ml). The reaction mixture was stirred for 4 hours at −20° C. 20% ammonium chloride solution was added to the reaction mixture, which was then extracted with ethyl acetate. The separated organic layer was dried on anhydrous magnesium sulfat... As a reaction SMILES: [CH3:1][C:2]([Mg]Br)=[CH:3][CH3:4].[CH2:7]1[C:16]2[C:11](=[CH:12][CH:13]=[CH:14][CH:15]=2)[CH2:10][CH2:9][N:8]1[C:17]1[C:22]([N+:23]([O-])=O)=[CH:21][CH:20]=[CH:19][N:18]=1.[Cl-:26].[NH4+]>O1CCCC1>[ClH:26].[CH2:7]1[C:16]2[C:11](=[CH:12][CH:13]=[CH:14][CH:15]=2)[CH2:10][CH2:9][N:8]1[C:17]1[N:18]=[CH:19][CH:20]=[C:21]2[C:3]([CH3:4])=[C:2]([CH3:1])[NH:23][C:22]=12 |f:2.3,5.6|. The product is Cl.C1N(CCC2=CC=CC=C12)C=1N=CC=C2C1NC(=C2C)C (7-(1,2,3,4-tetrahydroisoquinolin-2-yl)-2,3-dimethyl-1H-pyrrolo[2,3-c]pyridine hydrochloride). Starting materials: O=C[C@H](O)[C@@H](O)[C@H](O)[C@H](O)CO (glucose). Run in OCC(O)CO (glycerol). Product: O=C[C@H](O)[C@@H](O)[C@H](O)[C@H](O)CO.OCC(O)CO (Glucose Glycerol). Reaction SMILES: [O:1]=[CH:2][C@@H:3]([C@H:5]([C@@H:7]([C@@H:9]([CH2:11][OH:12])[OH:10])[OH:8])[OH:6])[OH:4]>OCC(CO)O>[O:1]=[CH:2][C@@H:3]([C@H:5]([C@@H:7]([C@@H:9]([CH2:11][OH:12])[OH:10])[OH:8])[OH:6])[OH:4].[OH:1][CH2:2][CH:3]([CH2:5][OH:6])[OH:4] |f:2.3|. Procedure details: About 475 g. of glycerol is placed in a 2000 ml beaker and heated on a hot plate while stirring. About 525 g. of glucose is then added to the beaker. The reactants are COCC(=O)Cl, Cc1nc2cccc(N)c2c(=O)n1C1CCC(=O)NC1=O, C1CCOC1. The product is COCC(=O)Nc1cccc2nc(C)n(C3CCC(=O)NC3=O)c(=O)c12. As a reaction SMILES: [CH3:22][O:23][CH2:24][C:25](=[O:26])[Cl:27].[NH2:1][c:2]1[c:3]2[c:4](=[O:21])[n:5]([CH:13]3[C:14](=[O:20])[NH:15][C:16](=[O:19])[CH2:17][CH2:18]3)[c:6]([CH3:12])[n:7][c:8]2[cH:9][cH:10][cH:11]1.[O:28]1[CH2:29][CH2:30][CH2:31][CH2:32]1>>[NH:1]([c:2]1[c:3]2[c:4](=[O:21])[n:5]([CH:13]3[C:14](=[O:20])[NH:15][C:16](=[O:19])[CH2:17][CH2:18]3)[c:6]([CH3:12])[n:7][c:8]2[cH:9][cH:10][cH:11]1)[C:25]([CH2:24][O:23][CH3:22])=[O:26].